This data is from the Open Reaction Database (ORD), a public repository of structured organic reaction records. The task is: describe an organic reaction: reactants, conditions, products, and yield The reactants are CONS(=O)(=O)c1ccccc1Cl, [H-], O=[N+]([O-])c1ccc(Cl)c([N+](=O)[O-])c1, [Na+], CN(C)C=O, O. The product is CON(c1ccc([N+](=O)[O-])cc1[N+](=O)[O-])S(=O)(=O)c1ccccc1Cl. RXN SMILES: [Cl:3][c:4]1[c:5]([S:10](=[O:11])(=[O:12])[NH:13][O:14][CH3:15])[cH:6][cH:7][cH:8][cH:9]1.[H-:1].[N+:16](=[O:17])([O-:18])[c:19]1[c:20]([Cl:28])[cH:21][cH:22][c:23]([N+:25](=[O:26])[O-:27])[cH:24]1.[Na+:2].[O:30]=[CH:31][N:32]([CH3:33])[CH3:34].[OH2:29]>>[Cl:3][c:4]1[c:5]([S:10](=[O:11])(=[O:12])[N:13]([O:14][CH3:15])[c:20]2[c:19]([N+:16](=[O:17])[O-:18])[cH:24][c:23]([N+:25](=[O:26])[O-:27])[cH:22][cH:21]2)[cH:6][cH:7][cH:8][cH:9]1. Reactants: ClC1=CC(=C(C2=C1C=C(O2)C(Br)Br)N2C(N(C(=CC2=O)C(F)(F)F)C)=O)F (3-(4-chloro-2-dibromomethyl-6-fluorobenzofuran-7-yl)-1-methyl-6-trifluoromethyluracil), S(O)(O)(=O)=O (sulfuric acid), ice water. Reaction conditions: temperature 50 celsius, time 1 hour. The product is ClC1=CC(=C(C2=C1C=C(O2)C=O)N2C(N(C(=CC2=O)C(F)(F)F)C)=O)F (3-(4-chloro-6-fluoro-2-formylbenzofuran-7-yl)-1-methyl-6-trifluoromethyluracil). Yield: 88.4%. RXN SMILES: [Cl:1][C:2]1[C:7]2[CH:8]=[C:9]([CH:11](Br)Br)[O:10][C:6]=2[C:5]([N:14]2[C:19](=[O:20])[CH:18]=[C:17]([C:21]([F:24])([F:23])[F:22])[N:16]([CH3:25])[C:15]2=[O:26])=[C:4]([F:27])[CH:3]=1.S(=O)(=O)(O)[OH:29]>>[Cl:1][C:2]1[C:7]2[CH:8]=[C:9]([CH:11]=[O:29])[O:10][C:6]=2[C:5]([N:14]2[C:19](=[O:20])[CH:18]=[C:17]([C:21]([F:24])([F:23])[F:22])[N:16]([CH3:25])[C:15]2=[O:26])=[C:4]([F:27])[CH:3]=1. Procedure details: 60 ml of concentrated sulfuric acid was added to 12.0 g (22.5 mmol) of 3-(4-chloro-2-dibromomethyl-6-fluorobenzofuran-7-yl)-1-methyl-6-trifluoromethyluracil, followed by stirring at 50° C. for 1 hour. After completion of the reaction, the reaction solution was poured into ice water and extracted with ethyl acetate. The organic layer was washed sequentially with a saturated sodium hydrogencarbonate aqueous solution, water and a saturated sodium chloride aqueous solution, and then dried over anhyd...